From a dataset of the Open Reaction Database (ORD), a public repository of structured organic reaction records. describe an organic reaction: reactants, conditions, products, and yield Run at time 1 hour. Product: C1(CCCC1)OC=1C=C(CC=2OC3=C(N2)C=C(C=C3CCO)Cl)C=CC1OC (2-(3-Cyclopentyloxy-4-methoxybenzyl)-5-chloro-7-(2-hydroxyethyl)Benzoxazole). Yield: 109.5%. As a reaction SMILES: [BH4-].[Na+].[CH:3]1([O:8][C:9]2[CH:10]=[C:11]([CH:26]=[CH:27][C:28]=2[O:29][CH3:30])[CH2:12][C:13]2[O:14][C:15]3[C:21]([CH2:22][CH:23]=[O:24])=[CH:20][C:19]([Cl:25])=[CH:18][C:16]=3[N:17]=2)[CH2:7][CH2:6][CH2:5][CH2:4]1.O>C(O)C>[CH:3]1([O:8][C:9]2[CH:10]=[C:11]([CH:26]=[CH:27][C:28]=2[O:29][CH3:30])[CH2:12][C:13]2[O:14][C:15]3[C:21]([CH2:22][CH2:23][OH:24])=[CH:20][C:19]([Cl:25])=[CH:18][C:16]=3[N:17]=2)[CH2:7][CH2:6][CH2:5][CH2:4]1 |f:0.1|. Procedure details: Sodium borohydride 0.05 g, 0.0013 mol) was added to a stirred solution of 2-(3-cyclopentyloxy-4-methoxybenzyl)-5-chlorobenzoxazole-7-ethanal (1.0 g, 0.0025 mol) in 10 ml ethanol. Stirring was continued for 1 hour. Water (15 ml) was added and the reaction mixture was extracted with 2×50 ml ethyl acetate. The ethyl acetate layer was washed once with water (50 ml), dried and evaporated to give 1.1 g of pale yellow crystals. A small sample of this solid was recrystallized from a blend of ether-hexan... Run in C(C)O (ethanol). The reactants are [BH4-].[Na+] (Sodium borohydride), C1(CCCC1)OC=1C=C(CC=2OC3=C(N2)C=C(C=C3CC=O)Cl)C=CC1OC (2-(3-cyclopentyloxy-4-methoxybenzyl)-5-chlorobenzoxazole-7-ethanal), O (Water). The reactants are C1(CC1)NC(CN)=O (N-cyclopropylglycinamide), S=C1NC(SC1)=O (4-thioxo-1,3-thiazolidin-2-one). The solvent is C(C)O (ethanol). Run at time 5 hour. Yields the product C1(CC1)NC(CNC1=NC(SC1)=O)=O (N-cyclopropyl-N2-(2-oxo-2,5-dihydro-1,3-thiazol-4-yl)glycinamide). Yield: 88.0%. RXN SMILES: [CH:1]1([NH:4][C:5](=[O:8])[CH2:6][NH2:7])[CH2:3][CH2:2]1.S=[C:10]1[CH2:14][S:13][C:12](=[O:15])[NH:11]1>C(O)C>[CH:1]1([NH:4][C:5](=[O:8])[CH2:6][NH:7][C:10]2[CH2:14][S:13][C:12](=[O:15])[N:11]=2)[CH2:3][CH2:2]1. Procedure: To a solution of N-cyclopropylglycinamide (1.22 g) (J. Med. Chem. 2005, 48, 7808-7820) in ethanol (12 mL) was added 4-thioxo-1,3-thiazolidin-2-one (1.42 g), and the mixture was stirred at room temperature for 5 hr. The precipitate was collected by filtration, and the solid was washed with ethanol to give the title compound (2.0 g). Solvent: C(C)O (ethanol). Reactants: C(CCC)[N+](CCCC)(CCCC)CCCC.C(C1=CC=CC=C1)OC(=O)N[C@@H]1C(N([C@H]1C)S(=O)(=O)[O-])=O ((3S-trans)-3-benzyloxycarbonylamino-4-methyl-2-oxo-1-azetidinesulfonic acid, tetrabutylammonium salt), [H][H] (hydrogen). Run at time 1 hour. Reaction SMILES: C([N+](CCCC)(CCCC)CCCC)CCC.C(OC([NH:28][C@H:29]1[C@H:32]([CH3:33])[N:31]([S:34]([O-:37])(=[O:36])=[O:35])[C:30]1=[O:38])=O)C1C=CC=CC=1.[H][H]>C(O)C.[Pd]>[NH2:28][C@H:29]1[C@H:32]([CH3:33])[N:31]([S:34]([OH:37])(=[O:35])=[O:36])[C:30]1=[O:38] |f:0.1|. Procedure: A mixture consisting of 5.52 g of potassium carbonate in 20 ml of water and 160 ml of 1,2-dichloroethane is brought to reflux and 15.5 mmole of N-sulfonyl benzyloxycarbonylthreonine amide, O-mesylate, tetrabutylammonium salt is added in 20 ml of 1,2-dichloroethane (20 ml used as a rinse). After refluxing for 30 minutes, the mixture is poured into a separatory funnel, diluted with 50 ml of water and 100 ml of methylene chloride and the phases split. The resulting organic phase is dried over sodiu... Yields the product N[C@@H]1C(N([C@H]1C)S(=O)(=O)O)=O ((3S-trans)-3-Amino-4-methyl-2-oxo-1-azetidinesulfonic acid). Reagents/catalysts: [Pd] (palladium on charcoal). Reactants: O=C(C(=O)OCC)CC(C1=CC=CC=C1)=O (ethyl 2,4-dioxo-4-phenylbutanoate), O.NN (hydrazine monohydrate). Run in C(C)O (ethanol). Product: C1(=CC=CC=C1)C1=CC(=NN1)C(=O)OCC (Ethyl 5-phenyl-1H-pyrazole-3-carboxylate). Isolated yield 67.0%. RXN SMILES: O=[C:2]([CH2:8][C:9](=O)[C:10]1[CH:15]=[CH:14][CH:13]=[CH:12][CH:11]=1)[C:3]([O:5][CH2:6][CH3:7])=[O:4].O.[NH2:18][NH2:19]>C(O)C>[C:10]1([C:9]2[NH:19][N:18]=[C:2]([C:3]([O:5][CH2:6][CH3:7])=[O:4])[CH:8]=2)[CH:15]=[CH:14][CH:13]=[CH:12][CH:11]=1 |f:1.2|. Reported procedure: To a solution of ethyl 2,4-dioxo-4-phenylbutanoate (16.0 g) in ethanol (150 mL) was added hydrazine monohydrate (4.0 mL), and the mixture was heated under reflux for 3 hr. The reaction mixture was concentrated under reduced pressure, and the residue was crystallized from diisopropyl ether to give the title compound as a pale-brown solid (yield 12.0 g, 67%). Starting materials: C(C)OC(=O)C1(CC2=CC=CC=C2C1)NC(C1=C(C(=CC=C1)C)C(C(C)C)=O)=O (2-(2-Isobutyryl-3-methyl-benzoylamino)-indan-2-carboxylic acid ethyl ester), [OH-].[K+] (KOH), O (water). Solvent: CCO (EtOH). Run at time 8 hour. Yields the product C(C(C)C)(=O)C1=C(C(=O)NC2(CC3=CC=CC=C3C2)C(=O)O)C=CC=C1C (2-(2-Isobutyryl-3-methyl-benzoylamino)-indan-2-carboxylic acid). The yield is 89.1%. As a reaction SMILES: C([O:3][C:4]([C:6]1([NH:15][C:16](=[O:29])[C:17]2[CH:22]=[CH:21][CH:20]=[C:19]([CH3:23])[C:18]=2[C:24](=[O:28])[CH:25]([CH3:27])[CH3:26])[CH2:14][C:13]2[C:8](=[CH:9][CH:10]=[CH:11][CH:12]=2)[CH2:7]1)=[O:5])C.[OH-].[K+].O>CCO>[C:24]([C:18]1[C:19]([CH3:23])=[CH:20][CH:21]=[CH:22][C:17]=1[C:16]([NH:15][C:6]1([C:4]([OH:5])=[O:3])[CH2:7][C:8]2[C:13](=[CH:12][CH:11]=[CH:10][CH:9]=2)[CH2:14]1)=[O:29])(=[O:28])[CH:25]([CH3:27])[CH3:26] |f:1.2|. Reported procedure: The mixture of 2-(2-isobutyryl-3-methyl-benzoylamino)-indan-2-carboxylic acid ethyl ester (228) (170 mg, 0.43 mmol) and KOH (500 mg, 8.9 mmol) is dissolved in EtOH (20 mL) and water (1 mL) under a water bath. The water bath is removed when KOH is completely dissolved and the resulting reaction solution is stirred at RT for 8 h. After concentration in vacuo, the residue is dissolved in water (20 mL) and acidified with conc. HCl until no more precipitate came out of the water. The precipitate is f... The reactants are BrCc1ccccc1, COC(=O)c1ccc[nH]1, [H-], [Na+], CN(C)C=O. Yields the product COC(=O)c1cccn1Cc1ccccc1. Reaction SMILES: [CH2:12]([c:13]1[cH:14][cH:15][cH:16][cH:17][cH:18]1)[Br:19].[CH3:1][O:2][C:3](=[O:4])[c:5]1[nH:6][cH:7][cH:8][cH:9]1.[H-:11].[Na+:10].[O:20]=[CH:21][N:22]([CH3:23])[CH3:24]>>[CH3:1][O:2][C:3](=[O:4])[c:5]1[n:6]([CH2:12][c:13]2[cH:14][cH:15][cH:16][cH:17][cH:18]2)[cH:7][cH:8][cH:9]1.